Dataset: the Open Reaction Database (ORD), a public repository of structured organic reaction records. Task: describe an organic reaction: reactants, conditions, products, and yield The reactants are COc1cc2c(cc1OC)CC(=O)N(CCCCl)CC2, CNCCc1cc(F)c(N)c(Cl)c1. Yields the product COc1cc2c(cc1OC)CC(=O)N(CCCN(C)CCc1cc(F)c(N)c(Cl)c1)CC2. As a reaction SMILES: [CH3:1][O:2][c:3]1[cH:4][c:5]2[c:6]([cH:17][c:18]1[O:19][CH3:20])[CH2:7][C:8](=[O:16])[N:9]([CH2:12][CH2:13][CH2:14][Cl:15])[CH2:10][CH2:11]2.[CH3:21][NH:22][CH2:23][CH2:24][c:25]1[cH:26][c:27]([Cl:33])[c:28]([NH2:32])[c:29]([F:31])[cH:30]1>>[CH3:1][O:2][c:3]1[cH:4][c:5]2[c:6]([cH:17][c:18]1[O:19][CH3:20])[CH2:7][C:8](=[O:16])[N:9]([CH2:12][CH2:13][CH2:14][N:22]([CH3:21])[CH2:23][CH2:24][c:25]1[cH:26][c:27]([Cl:33])[c:28]([NH2:32])[c:29]([F:31])[cH:30]1)[CH2:10][CH2:11]2. The reactants are ClC=1C=C(C=CC1)CC(C(=O)OC)C#N (methyl 3-(3-chlorophenyl)-2-cyanopropionate), BrCC(=O)OC (methyl bromoacetate). Product: ClC=1C=C(C=CC1)CC(CC(=O)OC)(C(=O)OC)C#N (methyl 4-(3-chlorophenyl)-3-cyano-3-methoxycarbonylbutyrate). RXN SMILES: [Cl:1][C:2]1[CH:3]=[C:4]([CH2:8][CH:9]([C:14]#[N:15])[C:10]([O:12][CH3:13])=[O:11])[CH:5]=[CH:6][CH:7]=1.Br[CH2:17][C:18]([O:20][CH3:21])=[O:19]>>[Cl:1][C:2]1[CH:3]=[C:4]([CH2:8][C:9]([C:14]#[N:15])([C:10]([O:12][CH3:13])=[O:11])[CH2:17][C:18]([O:20][CH3:21])=[O:19])[CH:5]=[CH:6][CH:7]=1. Reported procedure: In the same manner as Example 1-(b), 26.5 g of methyl 3-(3-chlorophenyl)-2-cyanopropionate was reacted with methyl bromoacetate to obtain methyl 4-(3-chlorophenyl)-3-cyano-3-methoxycarbonylbutyrate. Reactants: O.[OH-].[Li+] (lithium hydroxide monohydrate), ClC1=NC(=NC=C1C(F)(F)F)NC1=C(C=C(CP(OCC)(OCC)=O)C=C1)OC (diethyl (4-{[4-chloro-5-(trifluoromethyl)pyrimidin-2-yl]amino}-3-methoxybenzyl)phosphonate), NC=1C=CC(=C2CN(C(C12)=O)C)N1CCC(CC1)C(=O)OC (methyl 1-(7-amino-2-methyl-1-oxo-2,3-dihydro-1H-isoindol-4-yl)piperidine-4-carboxylate), NC=1C=CC(=C2CN(C(C12)=O)C)N1CCC(CC1)C(=O)OC (methyl 1-(7-amino-2-methyl-1-oxo-2,3-dihydro-1H-isoindol-4-yl)piperidine-4-carboxylate), FC(C(=O)O)(F)F (trifluoroacetic acid), C(C(F)(F)F)O (trifluoroethanol). Solvent: O (water), CO (methanol). Run at time 8 hour. The product is C(C)OP(=O)(OCC)CC1=CC(=C(C=C1)NC1=NC=C(C(=N1)NC=1C=CC(=C2CN(C(C12)=O)C)N1CCC(CC1)C(=O)O)C(F)(F)F)OC (1-(7-{[2-({4-[(Diethoxyphosphoryl)methyl]-2-methoxyphenyl}amino)-5-(trifluoromethyl)pyrimidin-4-yl]amino}-2-methyl-1-oxo-2,3-dihydro-1H-isoindol-4-yl)piperidine-4-carboxylic acid), FC(C(=O)O)(F)F (trifluoroacetic acid). The yield is 95.8%. As a reaction SMILES: Cl[C:2]1[C:7]([C:8]([F:11])([F:10])[F:9])=[CH:6][N:5]=[C:4]([NH:12][C:13]2[CH:27]=[CH:26][C:16]([CH2:17][P:18](=[O:25])([O:22][CH2:23][CH3:24])[O:19][CH2:20][CH3:21])=[CH:15][C:14]=2[O:28][CH3:29])[N:3]=1.[NH2:30][C:31]1[CH:32]=[CH:33][C:34]([N:42]2[CH2:47][CH2:46][CH:45]([C:48]([O:50]C)=[O:49])[CH2:44][CH2:43]2)=[C:35]2[C:39]=1[C:38](=[O:40])[N:37]([CH3:41])[CH2:36]2.[F:52][C:53]([F:58])([F:57])[C:54]([OH:56])=[O:55].C(O)C(F)(F)F.O.[OH-].[Li+]>O.CO>[CH2:20]([O:19][P:18]([CH2:17][C:16]1[CH:26]=[CH:27][C:13]([NH:12][C:4]2[N:3]=[C:2]([NH:30][C:31]3[CH:32]=[CH:33][C:34]([N:42]4[CH2:43][CH2:44][CH:45]([C:48]([OH:50])=[O:49])[CH2:46][CH2:47]4)=[C:35]4[C:39]=3[C:38](=[O:40])[N:37]([CH3:41])[CH2:36]4)[C:7]([C:8]([F:11])([F:10])[F:9])=[CH:6][N:5]=2)=[C:14]([O:28][CH3:29])[CH:15]=1)([O:22][CH2:23][CH3:24])=[O:25])[CH3:21].[F:52][C:53]([F:58])([F:57])[C:54]([OH:56])=[O:55] |f:4.5.6|. Procedure details: A mixture of diethyl (4-{[4-chloro-5-(trifluoromethyl)pyrimidin-2-yl]amino}-3-methoxybenzyl)phosphonate (30.0 mg, 0.0661 mmol), methyl 1-(7-amino-2-methyl-1-oxo-2,3-dihydro-1H-isoindol-4-yl)piperidine-4-carboxylate (Compound 256A, 20.0 mg, 0.0659 mmol), trifluoroacetic acid (15.2 uL, 0.198 mmol) and trifluoroethanol (1.0 mL, 14 mmol) was irradiated in microwave reactor at 105° C. for 30 minutes. The crude mixture was concentrated to dryness, taken up in THF (0.1 mL), methanol (0.1 mL) and treate... The reactants are E1, ClC=1C=C2N(C(N1)=O)CCN2C (7-chloro-1-methyl-2,3-dihydroimidazo[1,2-c]pyrimidin-5(1H)-one), FC(C=1C=C(C=NC1)OC1=CC=C(C=C1)CO)(F)F ((4-((5-(trifluoromethyl)pyridin-3-yl)oxy)phenyl)methanol), [H-].[Na+] (sodium hydride). The solvent is CN(C)C=O (DMF). The product is CN1CCN2C(N=C(C=C21)OCC2=CC=C(C=C2)OC=2C=NC=C(C2)C(F)(F)F)=O (1-methyl-7-((4-((5-(trifluoromethyl)pyridin-3-yl)oxy)benzyl)oxy)-2,3-dihydroi-midazo[1,2-c]pyrimidin-5(1H)-one). Reaction SMILES: [F:1][C:2]([F:19])([F:18])[C:3]1[CH:4]=[C:5]([O:9][C:10]2[CH:15]=[CH:14][C:13]([CH2:16][OH:17])=[CH:12][CH:11]=2)[CH:6]=[N:7][CH:8]=1.[H-].[Na+].Cl[C:23]1[CH:24]=[C:25]2[N:32]([CH3:33])[CH2:31][CH2:30][N:26]2[C:27](=[O:29])[N:28]=1>CN(C=O)C>[CH3:33][N:32]1[C:25]2[N:26]([C:27](=[O:29])[N:28]=[C:23]([O:17][CH2:16][C:13]3[CH:12]=[CH:11][C:10]([O:9][C:5]4[CH:6]=[N:7][CH:8]=[C:3]([C:2]([F:18])([F:1])[F:19])[CH:4]=4)=[CH:15][CH:14]=3)[CH:24]=2)[CH2:30][CH2:31]1 |f:1.2|. Reported procedure: Prepared in a manner similar to that described for E1 using (4-((5-(trifluoromethyl)pyridin-3-yl)oxy)phenyl)methanol (250 mg, 0.929 mmol) in DMF (5 mL), sodium hydride (66.9 mg, 2.79 mmol) and 7-chloro-1-methyl-2,3-dihydroimidazo[1,2-c]pyrimidin-5(1H)-one (172 mg, 0.929 mmol). Reactants: COC(=O)C(=CC1CCCC1)c1ccc(-n2nnnc2C)c(F)c1, CCO, [Na+], [OH-]. Product: Cc1nnnn1-c1ccc(C(=CC2CCCC2)C(=O)O)cc1F. As a reaction SMILES: [CH3:1][O:2][C:3]([C:4](=[CH:5][CH:6]1[CH2:7][CH2:8][CH2:9][CH2:10]1)[c:11]1[cH:12][c:13]([F:23])[c:14](-[n:17]2[n:18][n:19][n:20][c:21]2[CH3:22])[cH:15][cH:16]1)=[O:24].[CH3:27][CH2:28][OH:29].[Na+:26].[OH-:25]>>[O:2]=[C:3]([C:4](=[CH:5][CH:6]1[CH2:7][CH2:8][CH2:9][CH2:10]1)[c:11]1[cH:12][c:13]([F:23])[c:14](-[n:17]2[n:18][n:19][n:20][c:21]2[CH3:22])[cH:15][cH:16]1)[OH:24]. The reactants are Cl.Cl.Cl.O1C=CC=2C(=NC=CC21)N2CCN(CC2)CC[C@@H]2CC[C@H](CC2)N (trans-4-[2-(4-furo[3,2-c]pyridin-4-yl-piperazin-1-yl)-ethyl]-cyclohexylamine trihydrochloride), Cl.Cl.Cl.O1C=CC=2C(=NC=CC21)N2CCN(CC2)CC[C@@H]2CC[C@H](CC2)N (trans-4-[2-(4-furo[3,2-c]pyridin-4-yl-piperazin-1-yl)-ethyl]-cyclohexylamine trihydrochloride), COC(C[C@@H]1CC[C@H](CC1)O)=O (trans-(4-hydroxy-cyclohexyl)-acetic acid methyl ester). The product is O1C=CC=2C(=NC=CC21)N2CCN(CC2)CC[C@@H]2CC[C@H](CC2)NC(C[C@@H]2CC[C@H](CC2)O)=O (N-{trans-4-[2-(4-Furo[3,2-c]pyridin-4-yl-piperazin-1-yl)-ethyl]-cyclohexyl}-2-(trans-4-hydroxy-cyclohexyl)-acetamide). Reaction SMILES: Cl.Cl.Cl.[O:4]1[C:12]2[CH:11]=[CH:10][N:9]=[C:8]([N:13]3[CH2:18][CH2:17][N:16]([CH2:19][CH2:20][C@H:21]4[CH2:26][CH2:25][C@H:24]([NH2:27])[CH2:23][CH2:22]4)[CH2:15][CH2:14]3)[C:7]=2[CH:6]=[CH:5]1.C[O:29][C:30](=O)[CH2:31][C@H:32]1[CH2:37][CH2:36][C@H:35]([OH:38])[CH2:34][CH2:33]1>>[O:4]1[C:12]2[CH:11]=[CH:10][N:9]=[C:8]([N:13]3[CH2:18][CH2:17][N:16]([CH2:19][CH2:20][C@H:21]4[CH2:26][CH2:25][C@H:24]([NH:27][C:30](=[O:29])[CH2:31][C@H:32]5[CH2:37][CH2:36][C@H:35]([OH:38])[CH2:34][CH2:33]5)[CH2:23][CH2:22]4)[CH2:15][CH2:14]3)[C:7]=2[CH:6]=[CH:5]1 |f:0.1.2.3|. Procedure details: The title compound, white solid (159 mg, quant.), MS (ISP) m/z=469.3 [(M+H)+], was prepared in analogy to example 2 from trans-4-[2-(4-furo[3,2-c]pyridin-4-yl-piperazin-1-yl)-ethyl]-cyclohexylamine trihydrochloride (intermediate A) (150 mg, 0.34 mmol) and trans-(4-hydroxy-cyclohexyl)-acetic acid methyl ester [CAS-Nr. 1124174-16-8, WO 2010/031735] (71 mg, 0.41 mmol). The purification was performed by precipitation from Et2O.